From a dataset of the Open Reaction Database (ORD), a public repository of structured organic reaction records. describe an organic reaction: reactants, conditions, products, and yield Starting materials: II (Iodine), C(C)(C)C1=C(C(=CC(=C1)C(C)C)C(C)C)Br (2,4,6-triisopropylbromobenzene), BrCCBr (1,2-dibromethane), [Mg] (magnesium), FC=1C=C(C=CC1)OC (3-fluoroanisole), [Li]CCCC (n-BuLi). Solvent: C1CCOC1 (THF), C1CCOC1 (THF), C1CCOC1 (THF). Product: Grignard reagent, IC1=C(C=CC=C1OC)C1=C(C=C(C=C1C(C)C)C(C)C)C(C)C (2-iodo-2′,4′,6′-triisopropyl-3-methoxybiphenyl). As a reaction SMILES: [Mg].[CH:2]([C:5]1[CH:10]=[C:9]([CH:11]([CH3:13])[CH3:12])[CH:8]=[C:7]([CH:14]([CH3:16])[CH3:15])[C:6]=1Br)([CH3:4])[CH3:3].BrCCBr.F[C:23]1[CH:24]=[C:25]([O:29][CH3:30])[CH:26]=[CH:27][CH:28]=1.[Li]CCCC.[I:36]I>C1COCC1>[I:36][C:24]1[C:25]([O:29][CH3:30])=[CH:26][CH:27]=[CH:28][C:23]=1[C:6]1[C:5]([CH:2]([CH3:4])[CH3:3])=[CH:10][C:9]([CH:11]([CH3:13])[CH3:12])=[CH:8][C:7]=1[CH:14]([CH3:16])[CH3:15]. Procedure details: An oven-dried three-neck round bottom flask, which was equipped with a magnetic stir bar and charged with magnesium shavings (2.4 equiv), was fitted with a reflux condenser, glass stopper, and rubber septum. The flask was purged with argon and then THF (1 mL/mmol) and 2,4,6-triisopropylbromobenzene (2 equiv) were added via syringe. The reaction mixture was heated to reflux and 1,2-dibromethane (40 uL) was added via syringe. The reaction was allowed to stir at reflux for 1.5 h and was then cooled...